Dataset: the Open Reaction Database (ORD), a public repository of structured organic reaction records. Task: describe an organic reaction: reactants, conditions, products, and yield Isolated yield 89.4%. The reactants are CN1N=C(C=C1C)C(=O)N (1,5-dimethyl-1H-pyrazole-3-carboxamide). Yields the product CN1N=C(C=C1C)C#N (1,5-dimethyl-1H-pyrazole-3-carbonitrile). Procedure details: The method described in Part E of Examples 1 through 4 was used to treat 1,5-dimethyl-1H-pyrazole-3-carboxamide (5.0 g, 36 mmol) with phosphorous oxychloride (20 mL) to afford 3.9 g of 1,5-dimethyl-1H-pyrazole-3-carbonitrile. A small portion was recrystallized from hexane to provide the following data. Run in P(=O)(Cl)(Cl)Cl (phosphorous oxychloride). Reaction SMILES: [CH3:1][N:2]1[C:6]([CH3:7])=[CH:5][C:4]([C:8]([NH2:10])=O)=[N:3]1>P(Cl)(Cl)(Cl)=O>[CH3:1][N:2]1[C:6]([CH3:7])=[CH:5][C:4]([C:8]#[N:10])=[N:3]1. Run at temperature -78 celsius, time 15 minute. Procedure details: In a round bottom flask was placed tetrahydrofuran (20 mL) and 1,1,1,3,3,3-hexamethyldisilazane (0.97 mL, 4.66 mmol) and it was cooled to −78° C. in a dry ice/acetone bath. To this cooled solution was then added n-butyl lithium (2.5 M solution in hexanes, 1.75 mL, 4.37 mmol) and it was stirred for 15 min at −78° C. To this was then added a solution of (3-chloro-4-methylsulfanyl-phenyl)-acetic acid methyl ester (prepared as in PCT WO 2003/095438 A1, Example 4, 0.96 g, 4.16 mmol) in tetrahydrofura... The reactants are ClC=1C=C(C=CC1S(=O)(=O)C)[C@H](C(=O)NC1=NN(C=C1)CCC(=O)O)CC1CCCC1 (3-{3-[2(R)-(3-chloro-4-methanesulfonyl-phenyl)-3-cyclopentyl-propionylamino]-pyrazol-1-yl}-propionic acid), ICC1COCC1 (3-iodomethyl-tetrahydro-furan), CN1C(N(CCC1)C)=O (1,3-dimethyl-3,4,5,6-tetrahydro-2(1H)-pyrimidinone), C(CCC)[Li] (n-butyl lithium), C[Si](N[Si](C)(C)C)(C)C (1,1,1,3,3,3-hexamethyldisilazane). Run in C(C)(=O)OCC (ethyl acetate), O1CCCC1 (tetrahydrofuran), O1CCCC1 (tetrahydrofuran), O1CCCC1 (tetrahydrofuran). As a reaction SMILES: C[Si](C)(C)N[Si](C)(C)C.C([Li])CCC.[Cl:15][C:16]1[CH:17]=[C:18]([C@@H:26]([CH2:40][CH:41]2[CH2:45]C[CH2:43][CH2:42]2)[C:27](NC2C=CN(CCC(O)=O)N=2)=[O:28])[CH:19]=[CH:20][C:21]=1[S:22]([CH3:25])(=O)=O.ICC1C[CH2:51][O:50]C1.CN1CCCN(C)C1=[O:61]>O1CCCC1.C(OCC)(=O)C>[CH3:51][O:50][C:27](=[O:28])[CH:26]([C:18]1[CH:19]=[CH:20][C:21]([S:22][CH3:25])=[C:16]([Cl:15])[CH:17]=1)[CH2:40][CH:41]1[CH2:42][CH2:43][O:61][CH2:45]1. Isolated yield 76.4%. The product is COC(C(CC1COCC1)C1=CC(=C(C=C1)SC)Cl)=O (2-(3-chloro-4-methylsulfanyl-phenyl)-3-(tetrahydro-furan-3-yl)-propionic acid methyl ester). Reactants: Cl.Cl.N12C[C@@H](C(CC1)CC2)N ((R)-1-azabicyclo[2.2.2]oct-3-ylamine dihydrochloride), O1C=C(C=C1)/C=C/C(=O)O (E-3-(3-furyl)propenoicacid). The product is N12C[C@@H](C(CC1)CC2)NC(\C=C\C2=COC=C2)=O ((R)-N-(1-Azabicyclo[2.2.2]oct-3-yl)[E-3-(3-furyl)propenamide]). As a reaction SMILES: Cl.Cl.[N:3]12[CH2:10][CH2:9][CH:6]([CH2:7][CH2:8]1)[C@@H:5]([NH2:11])[CH2:4]2.[O:12]1[CH:16]=[CH:15][C:14](/[CH:17]=[CH:18]/[C:19](O)=[O:20])=[CH:13]1>>[N:3]12[CH2:10][CH2:9][CH:6]([CH2:7][CH2:8]1)[C@@H:5]([NH:11][C:19](=[O:20])/[CH:18]=[CH:17]/[C:14]1[CH:15]=[CH:16][O:12][CH:13]=1)[CH2:4]2 |f:0.1.2|. Procedure details: Prepared as a free base by a method analogous to that described in Example 1 from (R)-1-azabicyclo[2.2.2]oct-3-ylamine dihydrochloride and E-3-(3-furyl)propenoicacid; the compound was purified by chromatography on silica gel using ammoniated methanol/chloroform mixtures as the eluent; MS (ES+) 247 (MH+). Starting materials: Cc1nc(-c2ccc(C(F)(F)F)cc2)sc1CC(=O)O, C1CCOC1. Yields the product Cc1nc(-c2ccc(C(F)(F)F)cc2)sc1CCO. RXN SMILES: [CH3:1][c:2]1[n:3][c:4](-[c:11]2[cH:12][cH:13][c:14]([C:17]([F:18])([F:19])[F:20])[cH:15][cH:16]2)[s:5][c:6]1[CH2:7][C:8](=[O:9])[OH:10].[O:21]1[CH2:22][CH2:23][CH2:24][CH2:25]1>>[CH3:1][c:2]1[n:3][c:4](-[c:11]2[cH:12][cH:13][c:14]([C:17]([F:18])([F:19])[F:20])[cH:15][cH:16]2)[s:5][c:6]1[CH2:7][CH2:8][OH:9]. Reactants: C(O)([O-])=O.[Na+] (sodium hydrogen carbonate), NC1=C(SC(=C1)C1=CC=NC=C1)C(=O)N (3-amino-5-(pyridin-4-yl)thiophene-2-carboxamide), O1CCC(CC1)=O (tetrahydro-4H-pyran-4-one), O.C1(=CC=C(C=C1)S(=O)(=O)O)C (p-toluenesulfonic acid monohydrate). Solvent: C1(=CC=CC=C1)C (toluene). Conditions: temperature 90 celsius, time 2 hour. Yields the product N1=CC=C(C=C1)C1=CC=2NC3(NC(C2S1)=O)CCOCC3 (6′-(pyridin-4-yl)-2,3,5,6-tetrahydro-1′H-spiro [pyran-4,2′-thieno[3,2-d]pyrimidin]-4′(3′H)-one). Yield: 46.1%. Reaction SMILES: [NH2:1][C:2]1[CH:6]=[C:5]([C:7]2[CH:12]=[CH:11][N:10]=[CH:9][CH:8]=2)[S:4][C:3]=1[C:13]([NH2:15])=[O:14].[O:16]1[CH2:21][CH2:20][C:19](=O)[CH2:18][CH2:17]1.O.C1(C)C=CC(S(O)(=O)=O)=CC=1.C(=O)([O-])O.[Na+]>C1(C)C=CC=CC=1>[N:10]1[CH:9]=[CH:8][C:7]([C:5]2[S:4][C:3]3[C:13](=[O:14])[NH:15][C:19]4([CH2:20][CH2:21][O:16][CH2:17][CH2:18]4)[NH:1][C:2]=3[CH:6]=2)=[CH:12][CH:11]=1 |f:2.3,4.5|. Procedure: A mixture of 3-amino-5-(pyridin-4-yl)thiophene-2-carboxamide (0.078 g, 0.36 mmol), tetrahydro-4H-pyran-4-one (0.200 g, 2.00 mmol), p-toluenesulfonic acid monohydrate (0.076 g, 0.40 mmol) and toluene (3.0 mL) was stirred for 2 h at 90° C. The mixture was poured into aqueous sodium hydrogen carbonate (50 mL). Extraction with ethyl acetate/tetrahydrofuran (2:1, 2×30 mL), drying over magnesium sulfate, filtration and concentration at reduced pressure gave an oil. The oil was purified by column chrom... Reactants: Brc1cnc2c(c1)CCN2, COc1ccc(-n2cccn2)c(-c2nc3cc(B4OC(C)(C)C(C)(C)O4)ccc3n2C(C)(C)C)c1, O=C([O-])[O-], Cc1ccccc1, [K+], [K+], O. Yields the product COc1ccc(-n2cccn2)c(-c2nc3cc(-c4cnc5c(c4)CCN5)ccc3n2C(C)(C)C)c1. As a reaction SMILES: [Br:36][c:37]1[cH:38][c:39]2[c:40]([n:41][cH:42]1)[NH:43][CH2:44][CH2:45]2.[C:1]([CH3:2])([CH3:3])([CH3:4])[n:5]1[c:6](-[c:23]2[c:24](-[n:31]3[n:32][cH:33][cH:34][cH:35]3)[cH:25][cH:26][c:27]([O:29][CH3:30])[cH:28]2)[n:7][c:8]2[c:9]1[cH:10][cH:11][c:12]([B:14]1[O:15][C:16]([CH3:17])([CH3:18])[C:19]([CH3:20])([CH3:21])[O:22]1)[cH:13]2.[C:46](=[O:47])([O-:48])[O-:49].[CH3:52][c:53]1[cH:54][cH:55][cH:56][cH:57][cH:58]1.[K+:50].[K+:51].[OH2:59]>>[C:1]([CH3:2])([CH3:3])([CH3:4])[n:5]1[c:6](-[c:23]2[c:24](-[n:31]3[n:32][cH:33][cH:34][cH:35]3)[cH:25][cH:26][c:27]([O:29][CH3:30])[cH:28]2)[n:7][c:8]2[c:9]1[cH:10][cH:11][c:12](-[c:37]1[cH:38][c:39]3[c:40]([n:41][cH:42]1)[NH:43][CH2:44][CH2:45]3)[cH:13]2. Reactants: Cn1cc(Br)cc(Nc2ccc(F)cn2)c1=O, CC(=O)OCc1c(B2OC(C)(C)C(C)(C)O2)cccc1N1CCn2c(cc3c2CCCC3)C1=O, CC(=O)[O-], CC#N, [Na+]. Yields the product CC(=O)OCc1c(-c2cc(Nc3ccc(F)cn3)c(=O)n(C)c2)cccc1N1CCn2c(cc3c2CCCC3)C1=O. Reaction SMILES: [Br:35][c:36]1[cH:37][c:38]([NH:44][c:45]2[n:46][cH:47][c:48]([F:51])[cH:49][cH:50]2)[c:39](=[O:43])[n:40]([CH3:42])[cH:41]1.[C:1]([CH3:2])(=[O:3])[O:4][CH2:5][c:6]1[c:7]([N:21]2[C:22](=[O:34])[c:23]3[n:24]([c:25]4[c:30]([cH:31]3)[CH2:29][CH2:28][CH2:27][CH2:26]4)[CH2:32][CH2:33]2)[cH:8][cH:9][cH:10][c:11]1[B:12]1[O:13][C:14]([CH3:15])([CH3:16])[C:17]([CH3:18])([CH3:19])[O:20]1.[C:52]([O-:53])(=[O:54])[CH3:55].[CH3:57][C:58]#[N:59].[Na+:56]>>[C:1]([CH3:2])(=[O:3])[O:4][CH2:5][c:6]1[c:7]([N:21]2[C:22](=[O:34])[c:23]3[n:24]([c:25]4[c:30]([cH:31]3)[CH2:29][CH2:28][CH2:27][CH2:26]4)[CH2:32][CH2:33]2)[cH:8][cH:9][cH:10][c:11]1-[c:36]1[cH:37][c:38]([NH:44][c:45]2[n:46][cH:47][c:48]([F:51])[cH:49][cH:50]2)[c:39](=[O:43])[n:40]([CH3:42])[cH:41]1. Starting materials: O=C(C(=O)C[C@H](O)[C@H](O)CO)[O-].[K+] (KDG), [H][H] (hydrogen), O=C(C(=O)C[C@H](O)[C@H](O)CO)[O-].[K+] (potassium 2-dehydro-3-deoxy-D-gluconate). Yields the product C(=O)=O (carbon dioxide), O=C(C(=O)C[C@H](O)[C@H](O)CO)[O-].[K+] (KDG). RXN SMILES: [H][H].[O:3]=[C:4]([O-:14])[C:5]([CH2:7][C@@H:8]([C@@H:10]([CH2:12][OH:13])[OH:11])[OH:9])=[O:6].[K+:15]>>[C:4](=[O:14])=[O:3].[O:3]=[C:4]([O-:14])[C:5]([CH2:7][C@@H:8]([C@@H:10]([CH2:12][OH:13])[OH:11])[OH:9])=[O:6].[K+:15] |f:1.2,4.5|. Reported procedure: 0.5 ml of a 31% hydrogen peroxyde solution were added to 5 ml of a 1M potassium 2-dehydro-3-deoxy-D-gluconate (KDG) solution at 25° C. The progression of KDG decarboxylation was followed both by the observation of bubbles resulting from the release of carbon dioxide and by the disappearance of KDG using the thin layer chromatography protocol described in example 2. Typically, after a 3 h period of reaction the concentration of residual KDG was less than 10 mM. Isolated yield 54.4%. Procedure details: N,N-Dimethylethylenediamine (110 mg, 1.3 mmol) and dimethyl sulfoxide (700 μl) were added to 5-[8-chloro-9-(cyclopropylmethyl)-6-morpholin-4-yl-9H-purin-2-yl]-4-methylpyrimidin-2-amine (100 mg, 0.26 mmol) and the resulting mixture was stirred at 150° C. for 3 hours. The reaction mixture was partitioned with ethyl acetate and water, the organic layer was concentrated, and then the residue was purified by preparative HPLC (column, NOMURA Develosil Combi-RP-5; mobile phase, acetonitrile/water/formi... Yields the product NC1=NC=C(C(=N1)C)C1=NC(=C2N=C(N(C2=N1)CC1CC1)NCCN(C)C)N1CCOCC1 (N′-[2-(2-Amino-4-methylpyrimidin-5-yl)-9-(cyclopropylmethyl)-6-morpholin-4-yl-9H-purin-8-yl]-N,N-dimethylethane-1,2-diamine). Reaction SMILES: [CH3:1][N:2]([CH3:6])[CH2:3][CH2:4][NH2:5].Cl[C:8]1[N:9]([CH2:31][CH:32]2[CH2:34][CH2:33]2)[C:10]2[C:15]([N:16]=1)=[C:14]([N:17]1[CH2:22][CH2:21][O:20][CH2:19][CH2:18]1)[N:13]=[C:12]([C:23]1[C:24]([CH3:30])=[N:25][C:26]([NH2:29])=[N:27][CH:28]=1)[N:11]=2>CS(C)=O>[NH2:29][C:26]1[N:25]=[C:24]([CH3:30])[C:23]([C:12]2[N:11]=[C:10]3[C:15]([N:16]=[C:8]([NH:5][CH2:4][CH2:3][N:2]([CH3:6])[CH3:1])[N:9]3[CH2:31][CH:32]3[CH2:34][CH2:33]3)=[C:14]([N:17]3[CH2:22][CH2:21][O:20][CH2:19][CH2:18]3)[N:13]=2)=[CH:28][N:27]=1. Solvent: CS(=O)C (dimethyl sulfoxide). Starting materials: CN(CCN)C (N,N-Dimethylethylenediamine), ClC=1N(C2=NC(=NC(=C2N1)N1CCOCC1)C=1C(=NC(=NC1)N)C)CC1CC1 (5-[8-chloro-9-(cyclopropylmethyl)-6-morpholin-4-yl-9H-purin-2-yl]-4-methylpyrimidin-2-amine). Run at temperature 150 celsius, time 3 hour. Starting materials: COC(C#N)CC=1C=CC2=C(C=C(O2)CC=2N=C(OC2C)C2=CC=CC=C2)C1 (2-methoxy-3-[2-((5-methyl-2-phenyl-4-oxazolyl)methyl)benzofuran-5-yl]propanenitrile), C(C)O (ethanol), [OH-].[Na+] (sodium hydroxide), Cl (hydrochloric acid), O (Water). Product: COC(C(=O)O)CC=1C=CC2=C(C=C(O2)CC=2N=C(OC2C)C2=CC=CC=C2)C1 (2-Methoxy-3-[2-((5-methyl-2-phenyl-4-oxazolyl)methyl)benzofuran-5-yl]propanoic acid). As a reaction SMILES: [CH3:1][O:2][CH:3]([CH2:6][C:7]1[CH:8]=[CH:9][C:10]2[O:14][C:13]([CH2:15][C:16]3[N:17]=[C:18]([C:22]4[CH:27]=[CH:26][CH:25]=[CH:24][CH:23]=4)[O:19][C:20]=3[CH3:21])=[CH:12][C:11]=2[CH:28]=1)[C:4]#N.C(O)C.[OH-:32].[Na+].Cl.[OH2:35]>>[CH3:1][O:2][CH:3]([CH2:6][C:7]1[CH:8]=[CH:9][C:10]2[O:14][C:13]([CH2:15][C:16]3[N:17]=[C:18]([C:22]4[CH:27]=[CH:26][CH:25]=[CH:24][CH:23]=4)[O:19][C:20]=3[CH3:21])=[CH:12][C:11]=2[CH:28]=1)[C:4]([OH:35])=[O:32] |f:2.3|. Procedure: A mixture of 2-methoxy-3-[2-((5-methyl-2-phenyl-4-oxazolyl)methyl)benzofuran-5-yl]propanenitrile (0.64 g, 1.7 mmol), ethanol (30 ml) and 6N sodium hydroxide (10 ml) was heated to reflux for 3 hours. Water (30 ml) was added and the solution was acidified with concentrated hydrochloric acid (6 ml), then extracted with ethyl acetate (2×). The combined organic layers were washed with brine, dried over magnesium sulfate and concentrated. The product was recrystallized from ethyl acetate/hexanes and o...